From a dataset of the Open Reaction Database (ORD), a public repository of structured organic reaction records. describe an organic reaction: reactants, conditions, products, and yield Reactants: CCC(CC)N1CCNCC1, COc1ccc(OC(=O)Cl)cc1, ClCCl, Cl. Yields the product CCC(CC)N1CCN(C(=O)Oc2ccc(OC)cc2)CC1. As a reaction SMILES: [CH2:1]([CH3:2])[CH:3]([CH2:4][CH3:5])[N:6]1[CH2:7][CH2:8][NH:9][CH2:10][CH2:11]1.[Cl:12][C:13](=[O:14])[O:15][c:16]1[cH:17][cH:18][c:19]([O:22][CH3:23])[cH:20][cH:21]1.[Cl:24][CH2:25][Cl:26].[ClH:27]>>[CH2:1]([CH3:2])[CH:3]([CH2:4][CH3:5])[N:6]1[CH2:7][CH2:8][N:9]([C:13](=[O:14])[O:15][c:16]2[cH:17][cH:18][c:19]([O:22][CH3:23])[cH:20][cH:21]2)[CH2:10][CH2:11]1. The reactants are O (H2O), CuBr, C1(=CC=CC=C1)[Mg]Br (phenylmagnesium bromide), C(Br)C1CO1 (Epibromohydrin), CC(=O)C.OS(=O)(=O)O.O=[Cr](=O)=O (Jones reagent). Solvent: CC(=O)C (acetone), CCOCC (ether). Run at time 8 hour. The product is BrCC(=O)CC1=CC=CC=C1 (1-bromo-3-phenylacetone). Isolated yield 75.1%. Reaction SMILES: [C:1]1([Mg]Br)[CH:6]=[CH:5][CH:4]=[CH:3][CH:2]=1.[CH2:9]([CH:11]1[O:13][CH2:12]1)[Br:10].O.CC(C)=O.OS(O)(=O)=O.O=[Cr](=O)=O>CCOCC.CC(C)=O>[Br:10][CH2:9][C:11]([CH2:12][C:1]1[CH:6]=[CH:5][CH:4]=[CH:3][CH:2]=1)=[O:13] |f:3.4.5|. Reported procedure: To a suspension of CuBr (0.143 g, 0.997 mmol) in 25 mL dry ether was slowly added 1M phenylmagnesium bromide (10 mL, 10 mmol). Epibromohydrin (0.87 mL, 10.5 mmol) was then added dropwise. The reaction mixture was allowed to stir at −78° C. to room temperature overnight, poured into H2O and extracted with ether. The extracts were washed with H2O and brine, dried over Na2SO4, filtered and evaporated in vacuo. The crude alcohol thus obtained was dissolved in acetone (400 mL) and chilled in ice, and... Starting materials: O[C@H](C)[C@@H]1[C@@H]2N(C(=C([C@@H]2C)C2=C(N3C(S2)=CN=C3)C)C(=O)[O-])C1=O.[Na+] (sodium (1S,5R,6S)-6-((1R)-1-hydroxyethyl)-1-methyl-2-(3-methylimidazo[5,1-b]thiazol-2-yl)-1-carbapen-2-em-3-carboxylate), C(C(C)(C)C)(=O)OCI (iodomethyl pivalate). Solvent: C(C)(=O)OCC (ethyl acetate), CN(C)C=O (DMF). Reaction conditions: temperature 10 celsius, time 4 hour. Yields the product O[C@H](C)[C@@H]1[C@@H]2N(C(=C([C@@H]2C)C2=C(N3C(S2)=CN=C3)C)C(=O)OCOC(C(C)(C)C)=O)C1=O (Pivaloyloxymethyl (1S,5R,6S)-6-((1R)-1-hydroxyethyl)-1-methyl-2-(3-methylimidazo[5,1-b]thiazol-2-yl)-1-carbapen-2-em-3-carboxylate). RXN SMILES: [OH:1][C@@H:2]([C@H:4]1[C:23](=[O:24])[N:6]2[C:7]([C:20]([O-:22])=[O:21])=[C:8]([C:11]3[S:15][C:14]4=[CH:16][N:17]=[CH:18][N:13]4[C:12]=3[CH3:19])[C@H:9]([CH3:10])[C@H:5]12)[CH3:3].[Na+].[C:26]([O:32][CH2:33]I)(=[O:31])[C:27]([CH3:30])([CH3:29])[CH3:28]>CN(C=O)C.C(OCC)(=O)C>[OH:1][C@@H:2]([C@H:4]1[C:23](=[O:24])[N:6]2[C:7]([C:20]([O:22][CH2:33][O:32][C:26](=[O:31])[C:27]([CH3:30])([CH3:29])[CH3:28])=[O:21])=[C:8]([C:11]3[S:15][C:14]4=[CH:16][N:17]=[CH:18][N:13]4[C:12]=3[CH3:19])[C@H:9]([CH3:10])[C@H:5]12)[CH3:3] |f:0.1|. Procedure details: To a solution of 29.4 mg of sodium (1S,5R,6S)-6-((1R)-1-hydroxyethyl)-1-methyl-2-(3-methylimidazo[5,1-b]thiazol-2-yl)-1-carbapen-2-em-3-carboxylate in 0.8 ml of dry DMF was added 0.017 ml of iodomethyl pivalate under the atmosphere of argon at −30° C., and the mixture was stirred for 4 hours during which the temperature was raised up to 10° C. The reaction mixture was diluted with 10 ml of ethyl acetate, separated, and the aqueous layer was extracted twice with ethyl acetate, while the organic l... Starting materials: ice, BrBr (bromine), COCC=1OC=CC1 (2-Methoxymethyl furan), 3L, BrBr (bromine), C([O-])([O-])=O.[Na+].[Na+] (sodium carbonate), C(Cl)Cl (methylene chloride). The solvent is CO (methanol), CO (methanol). Reaction conditions: temperature -12.5 celsius. The product is COCC1(OC(C=C1)OC)OC (2-methoxymethyl-2,5-dimethoxy-2,5dihydrofuran). Isolated yield 65.0%. RXN SMILES: [CH3:1][O:2][CH2:3][C:4]1[O:5][CH:6]=[CH:7][CH:8]=1.[C:9](=[O:12])([O-:11])[O-].[Na+].[Na+].[CH2:15](Cl)Cl.BrBr>CO>[CH3:1][O:2][CH2:3][C:4]1([O:5][CH3:6])[CH:8]=[CH:7][CH:9]([O:12][CH3:15])[O:11]1 |f:1.2.3|. Procedure: 2-Methoxymethyl furan (120.4 g, 1.07 moles), anhydrous methanol (250 ml, 6.18 moles), anhydrous sodium carbonate (190 g), and methylene chloride (250 ml) were placed in a 3L three-necked flask equipped with a mechanical stirrer and an addition funnel. The mixture was cooled to -10 to -15° C. and an ice-cold solution of bromine (53 ml, 1.04 moles) in 500 ml anhydrous methanol was added dropwise with stirring. Four hours after the addition of the bromine solution, the mixture was filtered by sucti... Starting materials: Cl.C(C#CC)OC1=CC=C(C=C1)S(=O)(=O)N(C(C(=O)NO)C(C)C)CC#CCN1CCN(CC1)C (2-{{[4-(2-butynyloxy)phenyl]sulfonyl}[4-(4-methyl-1-piperazinyl)-2-butynyl]amino}-N-hydroxy-3-methylbutanamide hydrochloride), Cl (HCl). Yields the product C(C#CC)OC1=CC=C(C=C1)S(=O)(=O)N(C(C(=O)NO)C(C)C)CC#CCN1CCN(CC1)C (2-{{[4-(2-Butynyloxy)phenyl]sulfonyl}[4-(4-methyl-1-piperazinyl)-2-butynyl]amino}-N-hydroxy-3-methylbutanamide). As a reaction SMILES: Cl.[CH2:2]([O:6][C:7]1[CH:12]=[CH:11][C:10]([S:13]([N:16]([CH2:25][C:26]#[C:27][CH2:28][N:29]2[CH2:34][CH2:33][N:32]([CH3:35])[CH2:31][CH2:30]2)[CH:17]([CH:22]([CH3:24])[CH3:23])[C:18]([NH:20][OH:21])=[O:19])(=[O:15])=[O:14])=[CH:9][CH:8]=1)[C:3]#[C:4][CH3:5].Cl>>[CH2:2]([O:6][C:7]1[CH:8]=[CH:9][C:10]([S:13]([N:16]([CH2:25][C:26]#[C:27][CH2:28][N:29]2[CH2:30][CH2:31][N:32]([CH3:35])[CH2:33][CH2:34]2)[CH:17]([CH:22]([CH3:24])[CH3:23])[C:18]([NH:20][OH:21])=[O:19])(=[O:15])=[O:14])=[CH:11][CH:12]=1)[C:3]#[C:4][CH3:5] |f:0.1|. Reported procedure: According to the procedures of Examples 11 and 9 methyl 2-{{[4-(2-butynyloxy)phenyl]sulfonyl}-4-(4-methyl-1-piperazinyl)-2-butynyl]amino}-3-methylbutanoate provided the hydroxamic acid 2-{{[4-(2-butynyloxy)phenyl]sulfonyl}[4-(4-methyl-1-piperazinyl)-2-butynyl]amino}-N-hydroxy-3-methylbutanamide as a white solid. This was converted into 2-{{[4-(2-butynyloxy)phenyl]sulfonyl}[4-(4-methyl-1-piperazinyl)-2-butynyl]amino}-N-hydroxy-3-methylbutanamide hydrochloride with ethereal HCl solution to give th...